The task is: describe an organic reaction: reactants, conditions, products, and yield. This data is from the Open Reaction Database (ORD), a public repository of structured organic reaction records. Starting materials: ClCC1=CC=C(C=C1)OC (1-(Chloromethyl)-4-methoxybenzene), [I-].[Na+] (sodium iodide), ClC=1C=CC=2C3=C(NC2C1)C(=CC(=N3)C3=CC(=C(C=C3)OC)F)C(=O)OC (methyl 7-chloro-2-(3-fluoro-4-methoxyphenyl)-5H-pyrido[3,2-b]indole-4-carboxylate), C(=O)([O-])[O-].[K+].[K+] (K2CO3). Run in CN(C)C=O (DMF), CCOC(=O)C (EtOAc). The product is ClC=1C=CC=2C3=C(N(C2C1)CC1=CC=C(C=C1)OC)C(=CC(=N3)C3=CC(=C(C=C3)OC)F)C(=O)OC (methyl 7-chloro-2-(3-fluoro-4-methoxyphenyl)-5-(4-methoxybenzyl)-5H-pyrido[3,2-b]indole-4-carboxylate). Yield: 60.4%. Reaction SMILES: Cl[CH2:2][C:3]1[CH:8]=[CH:7][C:6]([O:9][CH3:10])=[CH:5][CH:4]=1.[I-].[Na+].[Cl:13][C:14]1[CH:15]=[CH:16][C:17]2[C:18]3[N:26]=[C:25]([C:27]4[CH:32]=[CH:31][C:30]([O:33][CH3:34])=[C:29]([F:35])[CH:28]=4)[CH:24]=[C:23]([C:36]([O:38][CH3:39])=[O:37])[C:19]=3[NH:20][C:21]=2[CH:22]=1.C([O-])([O-])=O.[K+].[K+]>CN(C=O)C.CCOC(C)=O>[Cl:13][C:14]1[CH:15]=[CH:16][C:17]2[C:18]3[N:26]=[C:25]([C:27]4[CH:32]=[CH:31][C:30]([O:33][CH3:34])=[C:29]([F:35])[CH:28]=4)[CH:24]=[C:23]([C:36]([O:38][CH3:39])=[O:37])[C:19]=3[N:20]([CH2:2][C:3]3[CH:8]=[CH:7][C:6]([O:9][CH3:10])=[CH:5][CH:4]=3)[C:21]=2[CH:22]=1 |f:1.2,4.5.6|. Reported procedure: 1-(Chloromethyl)-4-methoxybenzene (0.72 ml, 5.36 mmol) and sodium iodide (0.80 g, 5 4 mmol) were added to a stirred suspension of methyl 7-chloro-2-(3-fluoro-4-methoxyphenyl)-5H-pyrido[3,2-b]indole-4-carboxylate (1.03 g, 2.68 mmol) and K2CO3 (1.11 g, 8.03 mmol) in DMF (10 ml) at RT. After 2 days this was diluted with EtOAc, washed with water (5×) and brine, and then dried with sodium sulfate. Removal of the solvent followed by radial silica gel chromatography (step gradient elution with hexane c... Reactants: [Si](C)(C)(C(C)(C)C)O[C@H](C1CCN(CC1)C1=CC=C(C(=O)O)C=C1)C1=C(C=CC=C1)C1=CC=C(C=C1)Cl ((R)-4-(4-((tert-butyldimethylsilyloxy)(4 ′-chlorobiphenyl-2-yl)methyl)piperidin-1-yl)benzoic acid), [Si](C)(C)(C(C)(C)C)O[C@H](C1CCN(CC1)C1=CC=C(C(=O)O)C=C1)C1=C(C=CC=C1)C1=CC=C(C=C1)Cl ((R)-4-(4-((tert-butyldimethylsilyloxy)(4 ′-chlorobiphenyl-2-yl)methyl)piperidin-1-yl)benzoic acid), [Si](C1=CC=CC=C1)(C1=CC=CC=C1)(C(C)(C)C)OCCN1CCN(CC1)CC[C@H](CSC1=CC=CC=C1)NC1=C(C=C(C=C1)S(=O)(=O)N)S(=O)(=O)C(F)(F)F ((R)-4-(4-(4-(2-(tert-butyldiphenylsilyloxy)ethyl)piperazin-1-yl)-1-(phenylthio)butan-2-ylamino)-3-(trifluoromethylsulfonyl)benzenesulfonamide), [Si](C1=CC=CC=C1)(C1=CC=CC=C1)(C(C)(C)C)OCCN1CCN(CC1)CC[C@H](CSC1=CC=CC=C1)NC1=C(C=C(C=C1)S(=O)(=O)N)S(=O)(=O)C(F)(F)F ((R)-4-(4-(4-(2-(tert-butyldiphenylsilyloxy)ethyl)piperazin-1-yl)-1-(phenylthio)butan-2-ylamino)-3-(trifluoromethylsulfonyl)benzenesulfonamide), C(CCl)Cl (EDC). Reagents/catalysts: CN(C)C=1C=CN=CC1 (DMAP). Conditions: time 8 hour. Product: [Si](C)(C)(C(C)(C)C)O[C@H](C1CCN(CC1)C1=CC=C(C(=O)NS(=O)(=O)C2=CC(=C(C=C2)N[C@@H](CSC2=CC=CC=C2)CCN2CCN(CC2)CCO[Si](C2=CC=CC=C2)(C2=CC=CC=C2)C(C)(C)C)S(=O)(=O)C(F)(F)F)C=C1)C1=C(C=CC=C1)C1=CC=C(C=C1)Cl (4-(4-((R)-(tert-butyldimethylsilyloxy)(4′-chlorobiphenyl-2-yl)methyl)piperidin-1-yl)-N-(4-((R)-4-(4-(2-(tert-butyldiphenylsilyloxy)ethyl)piperazin-1-yl)-1-(phenylthio)butan-2-ylamino)-3-(trifluoromethylsulfonyl)phenylsulfonyl)benzamide). Isolated yield 108.6%. RXN SMILES: [Si:1]([O:8][C@@H:9]([C:25]1[CH:30]=[CH:29][CH:28]=[CH:27][C:26]=1[C:31]1[CH:36]=[CH:35][C:34]([Cl:37])=[CH:33][CH:32]=1)[CH:10]1[CH2:15][CH2:14][N:13]([C:16]2[CH:24]=[CH:23][C:19]([C:20](O)=[O:21])=[CH:18][CH:17]=2)[CH2:12][CH2:11]1)([C:4]([CH3:7])([CH3:6])[CH3:5])([CH3:3])[CH3:2].[Si:38]([O:55][CH2:56][CH2:57][N:58]1[CH2:63][CH2:62][N:61]([CH2:64][CH2:65][C@@H:66]([NH:75][C:76]2[CH:81]=[CH:80][C:79]([S:82]([NH2:85])(=[O:84])=[O:83])=[CH:78][C:77]=2[S:86]([C:89]([F:92])([F:91])[F:90])(=[O:88])=[O:87])[CH2:67][S:68][C:69]2[CH:74]=[CH:73][CH:72]=[CH:71][CH:70]=2)[CH2:60][CH2:59]1)([C:51]([CH3:54])([CH3:53])[CH3:52])([C:45]1[CH:50]=[CH:49][CH:48]=[CH:47][CH:46]=1)[C:39]1[CH:44]=[CH:43][CH:42]=[CH:41][CH:40]=1.C(Cl)CCl>CN(C1C=CN=CC=1)C>[Si:1]([O:8][C@@H:9]([C:25]1[CH:30]=[CH:29][CH:28]=[CH:27][C:26]=1[C:31]1[CH:36]=[CH:35][C:34]([Cl:37])=[CH:33][CH:32]=1)[CH:10]1[CH2:15][CH2:14][N:13]([C:16]2[CH:24]=[CH:23][C:19]([C:20]([NH:85][S:82]([C:79]3[CH:80]=[CH:81][C:76]([NH:75][C@H:66]([CH2:65][CH2:64][N:61]4[CH2:62][CH2:63][N:58]([CH2:57][CH2:56][O:55][Si:38]([C:51]([CH3:52])([CH3:53])[CH3:54])([C:45]5[CH:46]=[CH:47][CH:48]=[CH:49][CH:50]=5)[C:39]5[CH:44]=[CH:43][CH:42]=[CH:41][CH:40]=5)[CH2:59][CH2:60]4)[CH2:67][S:68][C:69]4[CH:74]=[CH:73][CH:72]=[CH:71][CH:70]=4)=[C:77]([S:86]([C:89]([F:90])([F:92])[F:91])(=[O:87])=[O:88])[CH:78]=3)(=[O:83])=[O:84])=[O:21])=[CH:18][CH:17]=2)[CH2:12][CH2:11]1)([C:4]([CH3:7])([CH3:6])[CH3:5])([CH3:3])[CH3:2]. Procedure details: (R)-4-(4-((tert-butyldimethylsilyloxy)(4 ′-chlorobiphenyl-2-yl)methyl)piperidin-1-yl)benzoic acid (INTERMEDIATE 13, 56.5 mg, 0.11 mmol), (R)-4-(4-(4-(2-(tert-butyldiphenylsilyloxy)ethyl)piperazin-1-yl)-1-(phenylthio)butan-2-ylamino)-3-(trifluoromethylsulfonyl)benzenesulfonamide (INTERMEDIATE 22, 80 mg, 0.1 mmol), DMAP (35.1 mg, 0.29 mmol), and EDC (36.7 mg, 0.19 mmol) were placed in a 50 ml flask and flushed with nitrogen. DCM (0.96 ml) was added, and the solution was stirred at room temperature...